From a dataset of the Open Reaction Database (ORD), a public repository of structured organic reaction records. describe an organic reaction: reactants, conditions, products, and yield The reactants are C(C)(C)(C)NS(=O)(=O)C=1C(=CC=CC1)C1=CC(=C(C=C1)B1OC(C(O1)(C)C)(C)C)F (N-(tert-butyl)-3′-fluoro-4′-(4,4,5,5-tetramethyl-1,3,2-dioxaborolan-2-yl)-[1,1′-biphenyl]-2-sulfonamide), BrC1=CC=2OCCNC2N=C1 (7-bromo-3,4-dihydro-2H-pyrido[3,2-b][1,4]oxazine). Yields the product C(C)(C)(C)NS(=O)(=O)C=1C(=CC=CC1)C1=CC(=C(C=C1)C1=CC=2OCCNC2N=C1)F (N-tert-Butyl-4′-(3,4-dihydro-2H-pyrido[3,2-b][1,4]oxazin-7-yl)-3′-fluorobiphenyl-2-sulfonamide). RXN SMILES: [C:1]([NH:5][S:6]([C:9]1[C:10]([C:15]2[CH:20]=[CH:19][C:18](B3OC(C)(C)C(C)(C)O3)=[C:17]([F:30])[CH:16]=2)=[CH:11][CH:12]=[CH:13][CH:14]=1)(=[O:8])=[O:7])([CH3:4])([CH3:3])[CH3:2].Br[C:32]1[CH:41]=[N:40][C:39]2[NH:38][CH2:37][CH2:36][O:35][C:34]=2[CH:33]=1>>[C:1]([NH:5][S:6]([C:9]1[C:10]([C:15]2[CH:20]=[CH:19][C:18]([C:32]3[CH:41]=[N:40][C:39]4[NH:38][CH2:37][CH2:36][O:35][C:34]=4[CH:33]=3)=[C:17]([F:30])[CH:16]=2)=[CH:11][CH:12]=[CH:13][CH:14]=1)(=[O:8])=[O:7])([CH3:2])([CH3:3])[CH3:4]. Reported procedure: The title compound was prepared in a manner similar to that described in Example 444 using N-(tert-butyl)-3′-fluoro-4′-(4,4,5,5-tetramethyl-1,3,2-dioxaborolan-2-yl)-[1,1′-biphenyl]-2-sulfonamide and 7-bromo-3,4-dihydro-2H-pyrido[3,2-b][1,4]oxazine. MS (ESI): mass calcd. for C23H24FN3O3S, 441.15; m/z found, 442.2 [M+H]+. 1H NMR (400 MHz, CD3OD) δ 8.15-8.12 (m, 1H), 7.80 (d, J=0.9, 1H), 7.72-7.69 (m, 1H), 7.68-7.62 (m, 1H), 7.60-7.54 (m, 2H), 7.39-7.33 (m, 3H), 4.42-4.33 (m, 2H), 3.75-3.69 (m, 2H)... The reactants are CCOC(C)=O, CCOC(C)=O, Cl, CC(C)(C)OC(=O)NCCN(CC(F)(F)F)C(=O)C(F)(F)F. Yields the product Cl, NCCN(CC(F)(F)F)C(=O)C(F)(F)F. As a reaction SMILES: [C:23]([O:24][CH2:25][CH3:26])(=[O:27])[CH3:28].[CH3:30][CH2:31][O:32][C:33](=[O:34])[CH3:35].[ClH:29].[F:1][C:2]([C:3](=[O:4])[N:5]([CH2:6][CH2:7][NH:8][C:9](=[O:10])[O:11][C:12]([CH3:13])([CH3:14])[CH3:15])[CH2:16][C:17]([F:18])([F:19])[F:20])([F:21])[F:22]>>[ClH:29].[F:1][C:2]([C:3](=[O:4])[N:5]([CH2:6][CH2:7][NH2:8])[CH2:16][C:17]([F:18])([F:19])[F:20])([F:21])[F:22]. The reactants are ClC=1C(=NC=C(C1)Cl)N1N=C(C=C1C(=O)OC)C (methyl 1-(3,5-dichloropyridin-2-yl)-3-methyl-1H-pyrazole-5-carboxylate), O1CCCC1 (tetrahydrofuran), [OH-].[Na+] (sodium hydroxide). Solvent: O (water), O (water). Reaction conditions: time 40 minute. The product is ClC=1C(=NC=C(C1)Cl)N1N=C(C=C1C(=O)O)C (1-(3,5-dichloropyridin-2-yl)-3-methyl-1H-pyrazole-5-carboxylic acid). Yield: 95.8%. Reaction SMILES: [Cl:1][C:2]1[C:3]([N:9]2[C:13]([C:14]([O:16]C)=[O:15])=[CH:12][C:11]([CH3:18])=[N:10]2)=[N:4][CH:5]=[C:6]([Cl:8])[CH:7]=1.O1CCCC1.[OH-].[Na+]>O>[Cl:1][C:2]1[C:3]([N:9]2[C:13]([C:14]([OH:16])=[O:15])=[CH:12][C:11]([CH3:18])=[N:10]2)=[N:4][CH:5]=[C:6]([Cl:8])[CH:7]=1 |f:2.3|. Procedure details: To a 100 mL flask, methyl 1-(3,5-dichloropyridin-2-yl)-3-methyl-1H-pyrazole-5-carboxylate (1.00 g, 3.49 mmol), tetrahydrofuran (10 mL), water (10 mL) and sodium hydroxide (0.14 g, 3.49 mmol) were added sequentially. After being stirred for 40 minutes at room temperature, all of the starting materials had disappeared. Then water (50 mL) was added. The mixture was extracted with ethyl acetate (30 mL) and the aqueous layer was acidified with concentrated hydrochloric acid to pH of 2˜3, and extracte... The reactants are CC1=NC2(N=C1N)c1cc(Br)ccc1CC21CCC(F)(F)CC1, CS(C)=O, CCOC(C)=O, [Cu]I, [K+], [K+], N, O=C([O-])[O-], O=C(O)C1CC(O)CN1. The product is CC1=NC2(N=C1N)c1cc(N)ccc1CC21CCC(F)(F)CC1. As a reaction SMILES: [Br:1][c:2]1[cH:3][cH:4][c:5]2[c:16]([cH:17]1)[C:15]1([C:7]3([CH2:6]2)[CH2:8][CH2:9][C:10]([F:13])([F:14])[CH2:11][CH2:12]3)[N:18]=[C:19]([CH3:23])[C:20]([NH2:22])=[N:21]1.[CH3:40][S:41]([CH3:42])=[O:43].[CH3:44][CH2:45][O:46][C:47]([CH3:48])=[O:49].[Cu:50][I:51].[K+:33].[K+:34].[NH3:39].[O-:35][C:36]([O-:37])=[O:38].[OH:24][CH:25]1[CH2:26][CH:28]([C:29](=[O:30])[OH:31])[NH:27][CH2:32]1>>[c:2]1([NH2:27])[cH:3][cH:4][c:5]2[c:16]([cH:17]1)[C:15]1([C:7]3([CH2:6]2)[CH2:8][CH2:9][C:10]([F:13])([F:14])[CH2:11][CH2:12]3)[N:18]=[C:19]([CH3:23])[C:20]([NH2:22])=[N:21]1. The reactants are ClCCl, O=C(O)C(F)(F)F, CC(C)(C)OC(=O)NC1(c2ccc(-c3c(-c4ccccc4)nc4n3-c3cccnc3Nc3ccccc3-4)cc2)COC1. The product is NC1(c2ccc(-c3c(-c4ccccc4)nc4n3-c3cccnc3Nc3ccccc3-4)cc2)COC1. As a reaction SMILES: [Cl:50][CH2:51][Cl:52].[OH:43][C:44]([C:45]([F:46])([F:47])[F:48])=[O:49].[c:1]1(-[c:7]2[n:8][c:9]3[n:10]([c:24]2-[c:25]2[cH:26][cH:27][c:28]([C:31]4([NH:35][C:36](=[O:37])[O:38][C:39]([CH3:40])([CH3:41])[CH3:42])[CH2:32][O:33][CH2:34]4)[cH:29][cH:30]2)-[c:11]2[c:12]([n:20][cH:21][cH:22][cH:23]2)[NH:13][c:14]2[c:15]-3[cH:16][cH:17][cH:18][cH:19]2)[cH:2][cH:3][cH:4][cH:5][cH:6]1>>[c:1]1(-[c:7]2[n:8][c:9]3[n:10]([c:24]2-[c:25]2[cH:26][cH:27][c:28]([C:31]4([NH2:35])[CH2:32][O:33][CH2:34]4)[cH:29][cH:30]2)-[c:11]2[c:12]([n:20][cH:21][cH:22][cH:23]2)[NH:13][c:14]2[c:15]-3[cH:16][cH:17][cH:18][cH:19]2)[cH:2][cH:3][cH:4][cH:5][cH:6]1. The reactants are C1CCC2=C(C=CC=C12)NC1=C(C=NC=2N1N=CC2C(=O)O)C(=O)N2CCC(CC2)C2=CC=CC=C2 (7-(2,3-Dihydro-1H-inden-4-ylamino)-6-(4-phenylpiperidine-1-carbonyl)pyrazolo[1,5-a]pyrimidine-3-carboxylic acid), C(C)S(=O)(=O)N (ethanesulfonamide). Product: C1CCC2=C(C=CC=C12)NC1=C(C=NC=2N1N=CC2C(=O)NS(=O)(=O)CC)C(=O)N2CCC(CC2)C2=CC=CC=C2 (N-[7-(2,3-Dihydro-1H-inden-4-ylamino)-6-(4-phenylpiperidine-1-carbonyl)pyrazolo[1,5-a]pyrimidine-3-carbonyl]ethanesulfonamide). The yield is 71.7%. Reaction SMILES: [CH2:1]1[C:9]2[C:4](=[C:5]([NH:10][C:11]3[N:16]4[N:17]=[CH:18][C:19]([C:20](O)=[O:21])=[C:15]4[N:14]=[CH:13][C:12]=3[C:23]([N:25]3[CH2:30][CH2:29][CH:28]([C:31]4[CH:36]=[CH:35][CH:34]=[CH:33][CH:32]=4)[CH2:27][CH2:26]3)=[O:24])[CH:6]=[CH:7][CH:8]=2)[CH2:3][CH2:2]1.[CH2:37]([S:39]([NH2:42])(=[O:41])=[O:40])[CH3:38]>>[CH2:1]1[C:9]2[C:4](=[C:5]([NH:10][C:11]3[N:16]4[N:17]=[CH:18][C:19]([C:20]([NH:42][S:39]([CH2:37][CH3:38])(=[O:41])=[O:40])=[O:21])=[C:15]4[N:14]=[CH:13][C:12]=3[C:23]([N:25]3[CH2:26][CH2:27][CH:28]([C:31]4[CH:32]=[CH:33][CH:34]=[CH:35][CH:36]=4)[CH2:29][CH2:30]3)=[O:24])[CH:6]=[CH:7][CH:8]=2)[CH2:3][CH2:2]1. Reported procedure: In the same manner as in Example 1, step 6 and using 7-(2,3-dihydro-1H-inden-4-ylamino)-6-(4-phenylpiperidine-1-carbonyl)pyrazolo[1,5-a]pyrimidine-3-carboxylic acid (90 mg, 0.19 mmol) obtained in step 2 and ethanesulfonamide (99 mg, 0.94 mmol), the title compound (78 mg, 74%) was obtained.